describe an organic reaction: reactants, conditions, products, and yield From a dataset of the Open Reaction Database (ORD), a public repository of structured organic reaction records. Starting materials: C(C)(CC)[Li] (Sec-Butyllithium), II (iodine), FC1(OC2=C(O1)C=CC(=C2)F)F (2,2,5-trifluorobenzo[d][1,3]dioxole). Run in O1CCCC1 (tetrahydrofuran), O1CCCC1 (tetrahydrofuran). Conditions: temperature -40 celsius, time 90 minute. Product: FC1(OC2=C(O1)C=CC(=C2I)F)F (2,2,5-Trifluoro-4-iodobenzo[d][1,3]dioxole). Isolated yield 58.4%. Reaction SMILES: C([Li])(CC)C.[F:6][C:7]1([F:17])[O:11][C:10]2[CH:12]=[CH:13][C:14]([F:16])=[CH:15][C:9]=2[O:8]1.[I:18]I>O1CCCC1>[F:17][C:7]1([F:6])[O:11][C:10]2[CH:12]=[CH:13][C:14]([F:16])=[C:15]([I:18])[C:9]=2[O:8]1. Procedure: Sec-Butyllithium (1.4 M in cyclohexane; 6.1 mL, 8.5 mmol) was added to dry tetrahydrofuran (15 mL) which had been pre-cooled to −40° C. The solution was cooled to −75° C., treated with 2,2,5-trifluorobenzo[d][1,3]dioxole (1.5 g, 8.5 mmol) and stirred at this temperature for 90 min. This solution was rapidly transferred via cannula into a stirred solution of iodine (2.8 g, 11 mmol) in tetrahydrofuran (25 mL), and the mixture was cooled to −75° C. The mixture was stirred for 1 h during which time ... Reaction SMILES: [Br:18][CH2:19][c:20]1[cH:21][cH:22][c:23]([CH:26]([O:27][CH2:28][CH3:29])[O:30][CH2:31][CH3:32])[cH:24][cH:25]1.[Br:1][c:2]1[cH:3][cH:4][c:5]([CH2:6][CH:7]([C:8](=[O:9])[O:10][CH3:11])[C:12](=[O:13])[O:14][CH3:15])[cH:16][cH:17]1.[H-:34].[Na+:33].[O:35]=[CH:36][N:37]([CH3:38])[CH3:39]>>[Br:1][c:2]1[cH:3][cH:4][c:5]([CH2:6][C:7]([C:8](=[O:9])[O:10][CH3:11])([C:12](=[O:13])[O:14][CH3:15])[CH2:19][c:20]2[cH:21][cH:22][c:23]([CH:26]([O:27][CH2:28][CH3:29])[O:30][CH2:31][CH3:32])[cH:24][cH:25]2)[cH:16][cH:17]1. Yields the product CCOC(OCC)c1ccc(CC(Cc2ccc(Br)cc2)(C(=O)OC)C(=O)OC)cc1. Reactants: CCOC(OCC)c1ccc(CBr)cc1, COC(=O)C(Cc1ccc(Br)cc1)C(=O)OC, [H-], [Na+], CN(C)C=O. Starting materials: ClC1=C(CN)C=CC=C1 (2-chlorobenzylamine), FC=1C=C(OC2=C(C(=O)O)C=CC=N2)C=CC1 (2-(3-Fluoro-phenoxy)-nicotinic acid), CN1CCOCC1 (NMM), ClC(=O)OCC(C)C (isobutyl chloroformate). Run in C(Cl)Cl (methylene chloride), O (water). Reaction conditions: time 20 minute. Product: ClC1=C(CNC(C2=C(N=CC=C2)OC2=CC(=CC=C2)F)=O)C=CC=C1 (N-(2-Chloro-benzyl)-2-(3-fluoro-phenoxy)-nicotinamide). The yield is 71.3%. As a reaction SMILES: [F:1][C:2]1[CH:3]=[C:4]([CH:15]=[CH:16][CH:17]=1)[O:5][C:6]1[N:14]=[CH:13][CH:12]=[CH:11][C:7]=1[C:8]([OH:10])=O.CN1CCOCC1.ClC(OCC(C)C)=O.[Cl:33][C:34]1[CH:41]=[CH:40][CH:39]=[CH:38][C:35]=1[CH2:36][NH2:37]>C(Cl)Cl.O>[Cl:33][C:34]1[CH:41]=[CH:40][CH:39]=[CH:38][C:35]=1[CH2:36][NH:37][C:8](=[O:10])[C:7]1[CH:11]=[CH:12][CH:13]=[N:14][C:6]=1[O:5][C:4]1[CH:15]=[CH:16][CH:17]=[C:2]([F:1])[CH:3]=1. Procedure details: To a stirred solution of 2-(3-Fluoro-phenoxy)-nicotinic acid (0.300 grams, 1.29 mmole) and NMM (0.144 grams, 1.41 mmole) in dry methylene chloride (15 ml) at −10° C. was added isobutyl chloroformate (0.193 grams, 1.41 mmole). After 20 minutes at −10° C. 2-chlorobenzylamine (0.219 grams, 1.55 mmole) was added and the mixture was allowed to warm to room temperature over night. The mixture was poured into water and extracted with ethyl acetate. The combined organics were washed with 1 N NaOH, water... The reactants are ClC1=CC(=[N+](C(=N1)NC(=O)OC)[O-])NC(=O)OC (dimethyl 6-chloro-2,4-pyrimidine-dicarbamate-3-oxide), OC1CCNCC1 (4-hydroxy-piperidine). The solvent is C(Cl)Cl (methylene chloride). Product: OC1CCN(CC1)C1=CC(=[N+](C(=N1)NC(=O)OC)[O-])NC(=O)OC (dimethyl racemic-6-(4-hydroxy-1-piperidinyl)-2,4-pyrimidine-dicarbamate-3-oxide). As a reaction SMILES: Cl[C:2]1[N:7]=[C:6]([NH:8][C:9]([O:11][CH3:12])=[O:10])[N+:5]([O-:13])=[C:4]([NH:14][C:15]([O:17][CH3:18])=[O:16])[CH:3]=1.[OH:19][CH:20]1[CH2:25][CH2:24][NH:23][CH2:22][CH2:21]1>C(Cl)Cl>[OH:19][CH:20]1[CH2:25][CH2:24][N:23]([C:2]2[N:7]=[C:6]([NH:8][C:9]([O:11][CH3:12])=[O:10])[N+:5]([O-:13])=[C:4]([NH:14][C:15]([O:17][CH3:18])=[O:16])[CH:3]=2)[CH2:22][CH2:21]1. Procedure: A suspension of 2.5 g. of dimethyl 6-chloro-2,4-pyrimidine-dicarbamate-3-oxide in 100 ml. of methylene chloride is treated with 10 g. of 4-hydroxy-piperidine and stirred at room temperature under an argon atmosphere for 70 hours. The separated precipitate is filtered off and recrystallized from a mixture of methylene chloride and methanol, there being obtained pure dimethyl racemic-6-(4-hydroxy-1-piperidinyl)-2,4-pyrimidine-dicarbamate-3-oxide, having a melting point of 265°-266° C. Product: CC1(C(NC2=CC3=C(N=C(N3)N)C=C21)=O)C (7,7-Dimethyl-2-amino-6,7-dihydro-3H,5H-pyrrolo[2,3-f]benzimidazol-6-one). RXN SMILES: [NH2:1][C:2]1[CH:3]=[C:4]2[C:8](=[CH:9][C:10]=1[NH2:11])[NH:7][C:6](=[O:12])[C:5]2([CH3:14])[CH3:13].[N:15]#[C:16]Br>C(O)C>[CH3:13][C:5]1([CH3:14])[C:4]2[C:8](=[CH:9][C:10]3[NH:11][C:16]([NH2:15])=[N:1][C:2]=3[CH:3]=2)[NH:7][C:6]1=[O:12]. Starting materials: NC=1C=C2C(C(NC2=CC1N)=O)(C)C (5,6-diamino-3,3-dimethylindolin-2-one), N#CBr (cyanogen bromide). Procedure details: 3.00 g. (0.016 mole) 5,6-diamino-3,3-dimethylindolin-2-one are suspended in 100 ml. ethanol and mixed at ambient temperature with 1.82 g. (0.017 mole) cyanogen bromide and stirred for 2 hours. The solvent is removed in a vacuum and the residue is dissolved in ethanol, treated with active charcoal and the product precipitated out by the addition of acetone. The product is crystallised from acetone and a little ethanol to give 1.05 g. (22% of theory) of the title compound in the form of the hydrob... The solvent is C(C)O (ethanol). Starting materials: OC=1C(=C(C=CC1)NC(C(C)(C)C)=O)S(N)(=O)=O (N-(3-hydroxy-2-sulfamoyl-phenyl)-2,2-dimethyl-propionamide), COC(N(C)C)OC (N,N-dimethylformamide dimethylacetal). The solvent is CN(C)C=O (DMF). The product is CN(\C=N\S(=O)(=O)C1=C(C=CC=C1O)NC(C(C)(C)C)=O)C (N-(2-{[1-dimethylamino-meth-(E)-ylidene]-sulfamoyl}-3-hydroxy-phenyl)-2,2-dimethyl-propionamide). As a reaction SMILES: [OH:1][C:2]1[C:3]([S:15](=[O:18])(=[O:17])[NH2:16])=[C:4]([NH:8][C:9](=[O:14])[C:10]([CH3:13])([CH3:12])[CH3:11])[CH:5]=[CH:6][CH:7]=1.CO[CH:21](OC)[N:22]([CH3:24])[CH3:23]>CN(C=O)C>[CH3:21][N:22]([CH3:24])/[CH:23]=[N:16]/[S:15]([C:3]1[C:2]([OH:1])=[CH:7][CH:6]=[CH:5][C:4]=1[NH:8][C:9](=[O:14])[C:10]([CH3:13])([CH3:12])[CH3:11])(=[O:18])=[O:17]. Procedure: A solution of N-(3-hydroxy-2-sulfamoyl-phenyl)-2,2-dimethyl-propionamide (15.2 g, 55.9 mmol) and N,N-dimethylformamide dimethylacetal (9.7 ml, 72.6 mmol) in DMF (65 ml) is stirred at 60° C. for 1 h. Volatiles are evaporated at reduced pressure. Chromatography of the residue (21.8 g) dissolved in dichloromethane (silica gel, hexanes/EtOAc=1:1) gives N-(2-{[1-dimethylamino-meth-(E)-ylidene]-sulfamoyl}-3-hydroxy-phenyl)-2,2-dimethyl-propionamide. Yields the product C(C)(=O)SC(C(=O)O)CCCNC(=O)OCC1=CC=CC=C1 (2-acetylthio-5-benzyloxycarbonylaminopentanoic acid). Reported procedure: Thiolacetic acid (1 g.) is added to a solution of 5-benzyloxycarbonylamino-2-bromopentanoic acid [Chem. Pharm. Bull., 24, 326 (1976)] (3.3 g.) in a mixture of water (30 ml.) and potassium carbonate (1.38 g.). The mixture is stirred at room temperature overnight, acidified and extracted with ethyl acetate to yield 2-acetylthio-5-benzyloxycarbonylaminopentanoic acid. As a reaction SMILES: [S:1]1C=C[CH:3]=[C:2]1CC(O)=O.[CH2:10]([O:17][C:18]([NH:20][CH2:21][CH2:22][CH2:23][CH:24](Br)[C:25]([OH:27])=[O:26])=[O:19])[C:11]1[CH:16]=[CH:15][CH:14]=[CH:13][CH:12]=1.[OH2:29]>C(=O)([O-])[O-].[K+].[K+]>[C:2]([S:1][CH:24]([CH2:23][CH2:22][CH2:21][NH:20][C:18]([O:17][CH2:10][C:11]1[CH:16]=[CH:15][CH:14]=[CH:13][CH:12]=1)=[O:19])[C:25]([OH:27])=[O:26])(=[O:29])[CH3:3] |f:3.4.5|. The solvent is C([O-])([O-])=O.[K+].[K+] (potassium carbonate). Run at time 8 hour. Starting materials: S1C(=CC=C1)CC(=O)O (Thiolacetic acid), C(C1=CC=CC=C1)OC(=O)NCCCC(C(=O)O)Br (5-benzyloxycarbonylamino-2-bromopentanoic acid), O (water). Starting materials: C(CCC)=C1C(N(C(S1)=O)CCCCSC1=CC=CC=2N1C=CN2)=O (5-butylidene-3-[4-(imidazo[1,2-a]pyridin-5-ylthio)butyl]thiazolidine-2,4-dione), BrN1C(CCC1=O)=O (N-bromosuccinimide), C(O)([O-])=O.[Na+] (sodium hydrogen carbonate). Run in C(Cl)(Cl)(Cl)Cl (carbon tetrachloride). Run at temperature 80 celsius, time 90 minute. Yields the product C(CCC)=C1C(N(C(S1)=O)CCCCSC1=CC=CC=2N1C(=CN2)Br)=O (5-butylidene-3-[4-(3-bromoimidazo[1,2-a]pyridin-5-ylthio)butyl]thiazolidine-2,4-dione). RXN SMILES: [CH:1](=[C:5]1[S:9][C:8](=[O:10])[N:7]([CH2:11][CH2:12][CH2:13][CH2:14][S:15][C:16]2[N:21]3[CH:22]=[CH:23][N:24]=[C:20]3[CH:19]=[CH:18][CH:17]=2)[C:6]1=[O:25])[CH2:2][CH2:3][CH3:4].[Br:26]N1C(=O)CCC1=O.C(=O)([O-])O.[Na+]>C(Cl)(Cl)(Cl)Cl>[CH:1](=[C:5]1[S:9][C:8](=[O:10])[N:7]([CH2:11][CH2:12][CH2:13][CH2:14][S:15][C:16]2[N:21]3[C:22]([Br:26])=[CH:23][N:24]=[C:20]3[CH:19]=[CH:18][CH:17]=2)[C:6]1=[O:25])[CH2:2][CH2:3][CH3:4] |f:2.3|. Reported procedure: To a solution of 1.13 g (3.0 mmol) of 5-butylidene-3-[4-(imidazo[1,2-a]pyridin-5-ylthio)butyl]thiazolidine-2,4-dione in 15 ml of carbon tetrachloride, 0.59 g (3.3 mmol) of N-bromosuccinimide was added at room temperature, followed by stirring at 80° C. for 90 minutes. After the reaction mixture was cooled, saturated aqueous sodium hydrogen carbonate was added. The organic layer was separated and dried, after which the solvent was distilled off. The residue was purified by column chromatography (... The reactants are COCOC (dimethoxymethane), O=P12OP3(=O)OP(=O)(O1)OP(=O)(O2)O3 (diphosphorus pentoxide), COC(=O)C1(C(C(CC1)(CO)C)=O)CC1=CC=C(C=C1)Cl (1-(4-Chlorobenzyl)-3-methyl-3-hydroxymethyl-2-oxocyclopentane carboxylic acid methyl ester), COC(=O)C1(C(C(CC1)(CO)C)=O)CC1=CC=C(C=C1)Cl (1-(4-Chlorobenzyl)-3-methyl-3-hydroxymethyl-2-oxocyclopentane carboxylic acid methyl ester). Run in C(Cl)Cl (methylene chloride), [Cl-].[Na+].O (brine). Run at time 10 minute. Product: COC(=O)C1(C(C(CC1)(C)COCOC)=O)CC1=CC=C(C=C1)Cl (1-(4-chlorobenzyl)-3-methoxymethoxymethyl-3-methyl-2-oxocyclopentane carboxylic acid methyl ester). Reaction SMILES: [CH3:1][O:2][C:3]([C:5]1([CH2:14][C:15]2[CH:20]=[CH:19][C:18]([Cl:21])=[CH:17][CH:16]=2)[CH2:9][CH2:8][C:7]([CH3:12])([CH2:10][OH:11])[C:6]1=[O:13])=[O:4].[CH3:22][O:23][CH2:24]OC.O=P12OP3(OP(OP(O3)(O1)=O)(=O)O2)=O>C(Cl)Cl.[Cl-].[Na+].O>[CH3:1][O:2][C:3]([C:5]1([CH2:14][C:15]2[CH:16]=[CH:17][C:18]([Cl:21])=[CH:19][CH:20]=2)[CH2:9][CH2:8][C:7]([CH2:10][O:11][CH2:22][O:23][CH3:24])([CH3:12])[C:6]1=[O:13])=[O:4] |f:4.5.6|. Procedure: 1-(4-Chlorobenzyl)-3-methyl-3-hydroxymethyl-2-oxocyclopentane carboxylic acid methyl ester (Compound (XI), R1=CH3, R2=CH3, Ym=4-Cl) (186 mg, 0.60 mmol) was dissolved in methylene chloride (5.6 ml), and dimethoxymethane (2.8 ml) was added. This was cooled in a water bath, diphosphorus pentoxide (372 mg) was added and vigorous stirring was conducted at room temperature for 10 minutes. After completion of the reaction, saturated brine was combined with the reaction solution, and extraction with die...